Dataset: the Open Reaction Database (ORD), a public repository of structured organic reaction records. Task: describe an organic reaction: reactants, conditions, products, and yield Starting materials: S (hydrogen sulfide), 50g, CN1C(=CC=C1)C(C(=O)OC)=O (methyl 1-methylpyrrole-2-glyoxylate), 64g, S (hydrogen sulfide). The solvent is N1=CC=CC=C1 (pyridine). Conditions: temperature 63 celsius, time 27 hour. The product is CN1C(=CC=C1)CC(=O)OC (methyl 1-methylpyrrole-2-acetate). Isolated yield 86.0%. Reaction SMILES: [CH3:1][N:2]1[CH:6]=[CH:5][CH:4]=[C:3]1[C:7](=O)[C:8]([O:10][CH3:11])=[O:9].S>N1C=CC=CC=1>[CH3:1][N:2]1[CH:6]=[CH:5][CH:4]=[C:3]1[CH2:7][C:8]([O:10][CH3:11])=[O:9]. Procedure: A solution of 50g of methyl 1-methylpyrrole-2-glyoxylate in 200 ml of pyridine is cooled to -78° C. and 64g of hydrogen sulfide is added. The mixture is sealed in a stirred autoclave and heated to 63° C. The pressure rises to about 130 p.s.i. After 27 hrs., the hydrogen sulfide is driven off in a nitrogen stream and the solution is decanted from the precipitated sulfur. Pyridine is distilled off at 20 mm Hg. The residue is distilled at 0.03 mm Hg, b.p. 68-70° C., to give 39.2g of oily methyl 1-m... Starting materials: C(C)OC=1C=CC(=C(N)C1)OC1=CC=C(C=C1)O (5-ethoxy-2-(4-hydroxyphenoxy)aniline), CC(C)([O-])C.[K+] (potassium tert-butoxide), FC1=C(CBr)C=C(C=C1)F (2,5-difluorobenzyl bromide), O (water). Solvent: CN(C=O)C (N,N-dimethylformamide). Conditions: time 8 hour. Yields the product FC1=C(COC2=CC=C(OC3=C(N)C=C(C=C3)OCC)C=C2)C=C(C=C1)F (2-[4-(2,5-Difluorobenzyloxy)phenoxy]-5-ethoxyaniline). Yield: 77.0%. As a reaction SMILES: [CH2:1]([O:3][C:4]1[CH:5]=[CH:6][C:7]([O:11][C:12]2[CH:17]=[CH:16][C:15]([OH:18])=[CH:14][CH:13]=2)=[C:8]([CH:10]=1)[NH2:9])[CH3:2].CC(C)([O-])C.[K+].[F:25][C:26]1[CH:33]=[CH:32][C:31]([F:34])=[CH:30][C:27]=1[CH2:28]Br.O>CN(C)C=O>[F:25][C:26]1[CH:33]=[CH:32][C:31]([F:34])=[CH:30][C:27]=1[CH2:28][O:18][C:15]1[CH:16]=[CH:17][C:12]([O:11][C:7]2[CH:6]=[CH:5][C:4]([O:3][CH2:1][CH3:2])=[CH:10][C:8]=2[NH2:9])=[CH:13][CH:14]=1 |f:1.2|. Procedure details: To a solution of 5-ethoxy-2-(4-hydroxyphenoxy)aniline (3.68 g, 15 mmol) in N,N-dimethylformamide (50 ml) were added potassium tert-butoxide (2.02 g, 18 mmol) and 2,5-difluorobenzyl bromide (3.11 g, 15 mmol), followed by stirring at room temperature overnight. The reaction solution was poured into water and extracted with ethyl acetate. The organic layer was washed with water and a saturated aqueous sodium chloride solution, and after drying, the solvent was evaporated under reduced pressure. The... Starting materials: ClC1=C(C=CC=C1)S(=O)(=O)N(C)[C@@H]1CCC2=CC=C(C=C12)C(=O)OC ((R)-methyl 3-(2-chloro-N-methylphenylsulfonamido)-2,3-dihydro-1H-indene-5-carboxylate), O[Li].O (LiOH.H2O). The solvent is CO.C1CCOC1 (MeOH THF), O (water). Run at time 3 hour. The product is ClC1=C(C=CC=C1)S(=O)(=O)N(C)[C@@H]1CCC2=CC=C(C=C12)C(=O)O ((R)-3-(2-Chloro-N-methylphenylsulfonamido)-2,3-dihydro-1H-indene-5-carboxylic acid). The yield is 58.0%. As a reaction SMILES: [Cl:1][C:2]1[CH:7]=[CH:6][CH:5]=[CH:4][C:3]=1[S:8]([N:11]([C@H:13]1[C:21]2[C:16](=[CH:17][CH:18]=[C:19]([C:22]([O:24]C)=[O:23])[CH:20]=2)[CH2:15][CH2:14]1)[CH3:12])(=[O:10])=[O:9].O[Li].O>CO.C1COCC1.O>[Cl:1][C:2]1[CH:7]=[CH:6][CH:5]=[CH:4][C:3]=1[S:8]([N:11]([C@H:13]1[C:21]2[C:16](=[CH:17][CH:18]=[C:19]([C:22]([OH:24])=[O:23])[CH:20]=2)[CH2:15][CH2:14]1)[CH3:12])(=[O:9])=[O:10] |f:1.2,3.4|. Procedure: To a cooled (0° C.) solution of (R)-methyl 3-(2-chloro-N-methylphenylsulfonamido)-2,3-dihydro-1H-indene-5-carboxylate (C-16) (840 mg, 2.216 mmol, 1.0 eq.) in MeOH:THF (1:1, 20 ml) was added dropwise a solution of LiOH.H2O (185 mg, 4.433 mmol, 2.0 eq.) in water (10 ml) and the reaction mixture was stirred at RT for 3 h. After completion of the reaction (monitored by TLC), the reaction mixture was concentrated to dryness and diluted with water (20 ml) and washed with ethyl acetate (20 ml). The aqu... Starting materials: [BH4-], CC(C)(C)OC(=O)NC(Cc1ccccc1)C(=O)CCl, C1CCOC1, [Na+], O. RXN SMILES: [BH4-:21].[C:1]([CH3:2])([CH3:3])([CH3:4])[O:5][C:6]([NH:7][CH:8]([C:9]([CH2:10][Cl:11])=[O:12])[CH2:13][c:14]1[cH:15][cH:16][cH:17][cH:18][cH:19]1)=[O:20].[CH2:23]1[O:24][CH2:25][CH2:26][CH2:27]1.[Na+:22].[OH2:28]>>[C:1]([CH3:2])([CH3:3])([CH3:4])[O:5][C:6]([NH:7][CH:8]([CH:9]([CH2:10][Cl:11])[OH:12])[CH2:13][c:14]1[cH:15][cH:16][cH:17][cH:18][cH:19]1)=[O:20]. The product is CC(C)(C)OC(=O)NC(Cc1ccccc1)C(O)CCl. Starting materials: CC(C)(C)OC(=O)N1CCCC1CO, C1CCOC1, CC(C)OC(=O)N=NC(=O)OC(C)C, COC(=O)c1ccc(O)nc1, c1ccc(P(c2ccccc2)c2ccccc2)cc1. Product: COC(=O)c1ccc(OCC2CCCN2C(=O)OC(C)(C)C)nc1. As a reaction SMILES: [C:12]([CH3:13])([CH3:14])([CH3:15])[O:16][C:17](=[O:18])[N:19]1[CH:20]([CH2:21][OH:22])[CH2:23][CH2:24][CH2:25]1.[CH2:59]1[O:60][CH2:61][CH2:62][CH2:63]1.[O:45]=[C:46]([O:47][CH:48]([CH3:49])[CH3:50])[N:51]=[N:52][C:53]([O:54][CH:55]([CH3:56])[CH3:57])=[O:58].[OH:1][c:2]1[n:3][cH:4][c:5]([C:8](=[O:9])[O:10][CH3:11])[cH:6][cH:7]1.[c:26]1([P:27]([c:28]2[cH:29][cH:30][cH:31][cH:32][cH:33]2)[c:34]2[cH:35][cH:36][cH:37][cH:38][cH:39]2)[cH:40][cH:41][cH:42][cH:43][cH:44]1>>[O:1]([c:2]1[n:3][cH:4][c:5]([C:8](=[O:9])[O:10][CH3:11])[cH:6][cH:7]1)[CH2:21][CH:20]1[N:19]([C:17]([O:16][C:12]([CH3:13])([CH3:14])[CH3:15])=[O:18])[CH2:25][CH2:24][CH2:23]1. Reactants: CN(C)C=O, [H][H], NC(=O)N1C(=O)Cc2cc([N+](=O)[O-])ccc21. The product is NC(=O)N1C(=O)Cc2cc(N)ccc21. As a reaction SMILES: [CH3:19][N:20]([CH3:21])[CH:22]=[O:23].[H:17][H:18].[N+:1]([O-:2])(=[O:3])[c:4]1[cH:5][c:6]2[c:10]([cH:11][cH:12]1)[N:9]([C:13](=[O:14])[NH2:15])[C:8](=[O:16])[CH2:7]2>>[NH2:1][c:4]1[cH:5][c:6]2[c:10]([cH:11][cH:12]1)[N:9]([C:13](=[O:14])[NH2:15])[C:8](=[O:16])[CH2:7]2. The solvent is CN(C)C=O (DMF), ClCCl (dichloromethane), CN(C)C=O (DMF). Conditions: time 20 minute. Isolated yield 87.5%. RXN SMILES: [CH3:1][N:2]1[C:6]([CH2:7][OH:8])=[N:5][CH:4]=[N:3]1.[H-].[Na+].Cl[C:12]1[C:13]([C:28]2([OH:32])[CH2:31][CH2:30][CH2:29]2)=[CH:14][C:15]2[N:16]([C:18]([C:21]3[CH:26]=[CH:25][CH:24]=[CH:23][C:22]=3[F:27])=[N:19][N:20]=2)[N:17]=1.[NH4+].[Cl-].[Na+].[Cl-]>CN(C=O)C.ClCCl>[F:27][C:22]1[CH:23]=[CH:24][CH:25]=[CH:26][C:21]=1[C:18]1[N:16]2[N:17]=[C:12]([O:8][CH2:7][C:6]3[N:2]([CH3:1])[N:3]=[CH:4][N:5]=3)[C:13]([C:28]3([OH:32])[CH2:31][CH2:30][CH2:29]3)=[CH:14][C:15]2=[N:20][N:19]=1 |f:1.2,4.5,6.7|. Reactants: ClC=1C(=CC=2N(N1)C(=NN2)C2=C(C=CC=C2)F)C2(CCC2)O (6-chloro-3-(2-fluorophenyl)-7-(1-hydroxycyclobutyl)-1,2,4-triazolo[4,3-b]pyridazine), [NH4+].[Cl-] (NH4Cl), [Na+].[Cl-] (NaCl), CN1N=CN=C1CO ((2-methyl-2H-1,2,4-triazol-3-yl)methanol), [H-].[Na+] (sodium hydride). The product is FC1=C(C=CC=C1)C1=NN=C2N1N=C(C(=C2)C2(CCC2)O)OCC=2N(N=CN2)C (3-(2-fluorophenyl)-7-(1-hydroxycyclobutyl)-6-(2-methyl-2H-1,2,4-triazol-3-ylmethoxy)-1,2,4-triazolo[4,3-b]pyridazine). Procedure details: To a stirred solution of (2-methyl-2H-1,2,4-triazol-3-yl)methanol (0.2206 g, 1.95 mmol) in anhydrous DMF (6 ml) under nitrogen was added sodium hydride (60% dispersion in oil, 77.7 mg, 1.94 mmol) and the mixture was stirred at room temperature for 20 min. The mixture was then cooled in an ice-water bath and a solution of 6-chloro-3-(2-fluorophenyl)-7-(1-hydroxycyclobutyl)-1,2,4-triazolo[4,3-b]pyridazine (0.2573 g, 0.807 mmol) in anhydrous DMF (5 ml) was added dropwise over min. The mixture was s... The solvent is CC(=O)C (acetone), CO (methanol). Isolated yield 99.4%. Reaction conditions: time 1 hour. Starting materials: FC1=CC=C(C=C1)C=1C(=NN(C1C)C1=CC=C(C=C1)CCNC(=O)NS(=O)(=O)C1=CC=C(C=C1)C)C (N-{[(2-{4-[4-(4-Fluorophenyl)-3,5-dimethyl-1H-pyrazol-1-yl]phenyl}ethyl)amino]carbonyl}-4-methylbenzenesulfonamide), C1(=CC=C(C=C1)S(=O)(=O)O)C (p-toluenesulfonic acid). Yields the product C1(=CC=C(C=C1)S(=O)(=O)O)C.FC1=CC=C(C=C1)C=1C(=NN(C1C)C1=CC=C(C=C1)CCNC(=O)NS(=O)(=O)C1=CC=C(C=C1)C)C (N-{[(2-{4-[4-(4-Fluorophenyl)-3,5-dimethyl-1H-pyrazol-1-yl]phenyl}ethyl)amino]carbonyl}-4-methylbenzenesulfonamide mono-p-toluenesulfonate salt). Procedure details: A mixture of N-{[(2-{4-[4-(4-fluorophenyl)-3,5-dimethyl-1H-pyrazol-1-yl]phenyl}ethyl)amino]carbonyl}-4-methylbenzenesulfonamide (step 5, 146 mg, 0.289 mmol), p-toluenesulfonic acid (55 mg, 0.289 mmol) in acetone (10 ml) and methanol (10 mL) was stirred at room temperature for 1 h. The reaction mixture was evaporated to afford 195 mg of the title compound as white solids: MS (ESI) m/z 507 [M+H]+, 505 [M−H]−. RXN SMILES: [F:1][C:2]1[CH:7]=[CH:6][C:5]([C:8]2[C:9]([CH3:36])=[N:10][N:11]([C:14]3[CH:19]=[CH:18][C:17]([CH2:20][CH2:21][NH:22][C:23]([NH:25][S:26]([C:29]4[CH:34]=[CH:33][C:32]([CH3:35])=[CH:31][CH:30]=4)(=[O:28])=[O:27])=[O:24])=[CH:16][CH:15]=3)[C:12]=2[CH3:13])=[CH:4][CH:3]=1.[C:37]1([CH3:47])[CH:42]=[CH:41][C:40]([S:43]([OH:46])(=[O:45])=[O:44])=[CH:39][CH:38]=1>CC(C)=O.CO>[C:37]1([CH3:47])[CH:38]=[CH:39][C:40]([S:43]([OH:46])(=[O:44])=[O:45])=[CH:41][CH:42]=1.[F:1][C:2]1[CH:7]=[CH:6][C:5]([C:8]2[C:9]([CH3:36])=[N:10][N:11]([C:14]3[CH:15]=[CH:16][C:17]([CH2:20][CH2:21][NH:22][C:23]([NH:25][S:26]([C:29]4[CH:30]=[CH:31][C:32]([CH3:35])=[CH:33][CH:34]=4)(=[O:28])=[O:27])=[O:24])=[CH:18][CH:19]=3)[C:12]=2[CH3:13])=[CH:4][CH:3]=1 |f:4.5|.